From a dataset of the Open Reaction Database (ORD), a public repository of structured organic reaction records. describe an organic reaction: reactants, conditions, products, and yield Starting materials: ClC(=O)OCC (Ethyl chloroformate), C(C1=CC=CC=C1)N1CC(C(CC1)=O)CC (1-benzyl-3-ethyl-4-piperidone). Run in C1=CC=CC=C1 (benzene). Reaction conditions: time 16 hour. Yields the product C(=O)(OCC)N1CC(C(CC1)=O)CC (1-carbethoxy-3-ethylpiperidin-4-one). Reaction SMILES: Cl[C:2]([O:4][CH2:5][CH3:6])=[O:3].C([N:14]1[CH2:19][CH2:18][C:17](=[O:20])[CH:16]([CH2:21][CH3:22])[CH2:15]1)C1C=CC=CC=1>C1C=CC=CC=1>[C:2]([N:14]1[CH2:19][CH2:18][C:17](=[O:20])[CH:16]([CH2:21][CH3:22])[CH2:15]1)([O:4][CH2:5][CH3:6])=[O:3]. Procedure: Ethyl chloroformate (37.49 g, 346 mmol) was added to a stirred solution of 1-benzyl-3-ethyl-4-piperidone (24.0 g, 110 mmol) in benzene (200 ml) at ambient temperature. The obtained reaction mixture was refluxed with stirring for 16 hr and concentrated to dryness to give 1-carbethoxy-3-ethylpiperidin-4-one as oil. Yield 21 g (96%), C10H17NO3, m/z 200 (M+1). Reactants: CSC1=NCCN1C(=O)c1cccnc1Cl, NN1CCCCCC1. Product: O=C1c2cccnc2N(N2CCCCCC2)C2=NCCN12. As a reaction SMILES: [Cl:1][c:2]1[n:3][cH:4][cH:5][cH:6][c:7]1[C:8](=[O:9])[N:10]1[C:11]([S:15][CH3:16])=[N:12][CH2:13][CH2:14]1.[NH2:17][N:18]1[CH2:19][CH2:20][CH2:21][CH2:22][CH2:23][CH2:24]1>>[c:2]12[n:3][cH:4][cH:5][cH:6][c:7]1[C:8](=[O:9])[N:10]1[C:11](=[N:12][CH2:13][CH2:14]1)[N:17]2[N:18]1[CH2:19][CH2:20][CH2:21][CH2:22][CH2:23][CH2:24]1. Starting materials: I.CSC1=NC2=CC=CC=C2CN1 (2-Methylsulfanyl-3,4-dihydro-quinazoline hydroiodide), N[C@@H]1CCC2=CC=CC=C12 ((R)-1-aminoindane). Run in C(=O)(C(F)(F)F)O (TFA), CC#N (CH3CN), C(C)#N (acetonitrile). Conditions: temperature 85 celsius. Product: N1=C(NCC2=CC=CC=C12)N[C@@H]1CCC2=CC=CC=C12 ((3,4-Dihydro-quinazolin-2-yl)-(R)-indan-1-yl-amine). The yield is 24.4%. Reaction SMILES: I.CS[C:4]1[NH:13][CH2:12][C:11]2[C:6](=[CH:7][CH:8]=[CH:9][CH:10]=2)[N:5]=1.[NH2:14][C@H:15]1[C:23]2[C:18](=[CH:19][CH:20]=[CH:21][CH:22]=2)[CH2:17][CH2:16]1>C(#N)C.C(O)(C(F)(F)F)=O>[N:5]1[C:6]2[C:11](=[CH:10][CH:9]=[CH:8][CH:7]=2)[CH2:12][NH:13][C:4]=1[NH:14][C@H:15]1[C:23]2[C:18](=[CH:19][CH:20]=[CH:21][CH:22]=2)[CH2:17][CH2:16]1 |f:0.1|. Procedure details: 2-Methylsulfanyl-3,4-dihydro-quinazoline hydroiodide (50 mg, 0.28 mmol) and (R)-1-aminoindane (37 mg, 0.28 mmol) were suspended in acetonitrile (1 ml) and heated in a screw-capped vial to 85° C. (6 h). The product was isolated from the reaction mixture by preparative HPLC (YMC CombiPrep C18 column 50×20 mm, solvent gradient 5-95% CH3CN in 0.1% TFA(aq) over 6.0 min, λ=230 nm, flow rate 40 ml/min) to give the title compound (18 mg, 24%). Starting materials: C(C)(C)(C)C1=C(N)C=CC=C1 (2-tert-butylaniline), O1C(CCC1=O)=O (tetrahydrofuran-2,5-dione). Solvent: C1(=CC=CC=C1)C (toluene). The product is C(C)(C)(C)C1=C(C=CC=C1)NC(CCC(=O)O)=O (4-(2-tert-butylphenylamino)-4-oxobutanoic acid). As a reaction SMILES: [C:1]([C:5]1[CH:11]=[CH:10][CH:9]=[CH:8][C:6]=1[NH2:7])([CH3:4])([CH3:3])[CH3:2].[O:12]1[C:16](=[O:17])[CH2:15][CH2:14][C:13]1=[O:18]>C1(C)C=CC=CC=1>[C:1]([C:5]1[CH:11]=[CH:10][CH:9]=[CH:8][C:6]=1[NH:7][C:16](=[O:17])[CH2:15][CH2:14][C:13]([OH:18])=[O:12])([CH3:4])([CH3:2])[CH3:3]. Procedure details: To a solution of 2-tert-butylaniline (1.0 g, 6.7 mmol) in toluene (15 mL) was added tetrahydrofuran-2,5-dione (0.81 g, 8.1 mmol) and the reaction mixture was refluxed for 1 h. The reaction mixture was cooled and filtered to obtain 4-(2-tert-butylphenylamino)-4-oxobutanoic acid, which was dissolved in acetic acid (20 mL) and sodium acetate (3.02 g, 36.86 mmol) and was stirred at 80° C. overnight. The reaction was quenched with water, the layers separated and the aqueous layer was extracted with D... The reactants are CN1CCCC1=O, CCOC(C)=O, CCN(C(C)C)C(C)C, Clc1ccnc2[nH]ccc12, O=[N+]([O-])c1ccc(O)c(F)c1. The product is O=[N+]([O-])c1ccc(Oc2ccnc3[nH]ccc23)c(F)c1. RXN SMILES: [CH3:31][N:32]1[CH2:33][CH2:34][CH2:35][C:36]1=[O:37].[CH3:38][CH2:39][O:40][C:41](=[O:42])[CH3:43].[CH:22]([N:23]([CH2:24][CH3:25])[CH:26]([CH3:27])[CH3:28])([CH3:29])[CH3:30].[Cl:1][c:2]1[c:3]2[c:4]([n:5][cH:6][cH:7]1)[nH:8][cH:9][cH:10]2.[F:11][c:12]1[c:13]([OH:21])[cH:14][cH:15][c:16]([N+:18](=[O:19])[O-:20])[cH:17]1>>[c:2]1([O:21][c:13]2[c:12]([F:11])[cH:17][c:16]([N+:18](=[O:19])[O-:20])[cH:15][cH:14]2)[c:3]2[c:4]([n:5][cH:6][cH:7]1)[nH:8][cH:9][cH:10]2. Reactants: C(C)OC(C=CC=CC1=C(C=C(C(=C1)OC)OC)[N+](=O)[O-])=O (5-(4,5-dimethoxy-2-nitro-phenyl)-penta-2,4-dienoic acid ethyl ester). Reagents/catalysts: [Pd] (Pd/C). The solvent is CCO (EtOH). Run at time 12 hour. The product is C(C)OC(CCCCC1=C(C=C(C(=C1)OC)OC)N)=O (5-(2-amino-4,5-dimethoxy-phenyl)-pentanoic acid ethyl ester). As a reaction SMILES: [CH2:1]([O:3][C:4](=[O:22])[CH:5]=[CH:6][CH:7]=[CH:8][C:9]1[CH:14]=[C:13]([O:15][CH3:16])[C:12]([O:17][CH3:18])=[CH:11][C:10]=1[N+:19]([O-])=O)[CH3:2]>CCO.[Pd]>[CH2:1]([O:3][C:4](=[O:22])[CH2:5][CH2:6][CH2:7][CH2:8][C:9]1[CH:14]=[C:13]([O:15][CH3:16])[C:12]([O:17][CH3:18])=[CH:11][C:10]=1[NH2:19])[CH3:2]. Procedure: To a solution of 5-(4,5-dimethoxy-2-nitro-phenyl)-penta-2,4-dienoic acid ethyl ester (Step A, 0.5 g, 1.63 mmol) in EtOH (15 mL) at RT was added Pd/C (0.05 g). The flask was capped with a rubber septum and H2 pressure was applied through a balloon/needle. The reaction was stirred at RT for 12 h, at which time the mixture was filtered through sand/Celite®. The solvent was removed under reduced pressure to afford the title compound. Product: O=CNC1(NC(=O)C(C(=O)OCc2ccc([N+](=O)[O-])cc2)c2ccsc2)CNC1=O. As a reaction SMILES: [C:35]([O:36][CH:38]=[O:39])(=[O:37])[CH3:40].[Cl:41][CH2:42][Cl:43].[NH2:1][C:2]1([NH:7][C:8]([CH:9]([c:10]2[cH:11][s:12][cH:13][cH:14]2)[C:15](=[O:16])[O:17][CH2:18][c:19]2[cH:20][cH:21][c:22]([N+:25](=[O:26])[O-:27])[cH:23][cH:24]2)=[O:28])[C:3](=[O:6])[NH:4][CH2:5]1.[cH:29]1[cH:30][cH:31][n:32][cH:33][cH:34]1>>[NH:1]([C:2]1([NH:7][C:8]([CH:9]([c:10]2[cH:11][s:12][cH:13][cH:14]2)[C:15](=[O:16])[O:17][CH2:18][c:19]2[cH:20][cH:21][c:22]([N+:25](=[O:26])[O-:27])[cH:23][cH:24]2)=[O:28])[C:3](=[O:6])[NH:4][CH2:5]1)[CH:35]=[O:37]. Starting materials: CC(=O)OC=O, ClCCl, NC1(NC(=O)C(C(=O)OCc2ccc([N+](=O)[O-])cc2)c2ccsc2)CNC1=O, c1ccncc1.